From a dataset of the Open Reaction Database (ORD), a public repository of structured organic reaction records. describe an organic reaction: reactants, conditions, products, and yield Starting materials: C[C@@]12C(O[C@@H](N2CCC1)C(Cl)(Cl)Cl)=O ((2R,5S)-5-Methyl-2-trichloromethyl-1-aza-3-oxabicyclo[3.3.0]octan-4-one), C(C)(C)NC(C)C (diisopropylamine), ClC([C@@H]1N2CCC[C@H]2C(O1)=O)(Cl)Cl ((2R,5S)-2-Trichloromethyl-1-aza-3-oxabicyclo[3.3.0]octan-4-one), C(C=C)Br (allyl bromide). The product is C(C=C)[C@@]12C(O[C@@H](N2CCC1)C(Cl)(Cl)Cl)=O ((2R,5R)-5-Allyl-2-trichloromethyl-1-aza-3-oxabicyclo[3.3.0]octan-4-one). The yield is 40.0%. As a reaction SMILES: [CH3:1][C@@:2]12[CH2:9][CH2:8][CH2:7][N:6]1[C@@H:5]([C:10]([Cl:13])([Cl:12])[Cl:11])[O:4][C:3]2=[O:14].[CH:15](NC(C)C)(C)[CH3:16].ClC(Cl)(Cl)[C@H]1OC(=O)[C@H]2N1CCC2.C(Br)C=C>>[CH2:1]([C@@:2]12[CH2:9][CH2:8][CH2:7][N:6]1[C@@H:5]([C:10]([Cl:13])([Cl:12])[Cl:11])[O:4][C:3]2=[O:14])[CH:15]=[CH2:16]. Procedure details: (Wang et al. Synlett 1999, 1, 33) The reaction was carried out following a similar procedure to that described for the preparation of oxazolidinone 8 using n-butyllithium (1.31 M, 9.93 cm3, 13.0 mmol), diisopropylamine (1.82 cm3, 13.0 mmol), oxazolidinone 7 (2.10 g, 8.7 mmol) and allyl bromide (2.25 cm3, 26.0 mmol) to afford oxazolidinone 10 (1.48 g, 60%) as a light orange oil for which the NMR data were in agreement with the literature. Reactants: CCNCCO, CN(C(=O)Oc1ccc(Cl)cc1)C1CCC(CSCCCl)CC1, [I-], [Na+]. The product is CCN(CCO)CCSCC1CCC(N(C)C(=O)Oc2ccc(Cl)cc2)CC1. As a reaction SMILES: [CH2:26]([CH3:27])[NH:28][CH2:29][CH2:30][OH:31].[Cl:1][c:2]1[cH:3][cH:4][c:5]([O:8][C:9]([N:10]([CH3:11])[CH:12]2[CH2:13][CH2:14][CH:15]([CH2:18][S:19][CH2:20][CH2:21][Cl:22])[CH2:16][CH2:17]2)=[O:23])[cH:6][cH:7]1.[I-:24].[Na+:25]>>[Cl:1][c:2]1[cH:3][cH:4][c:5]([O:8][C:9]([N:10]([CH3:11])[CH:12]2[CH2:13][CH2:14][CH:15]([CH2:18][S:19][CH2:20][CH2:21][N:28]([CH2:26][CH3:27])[CH2:29][CH2:30][OH:31])[CH2:16][CH2:17]2)=[O:23])[cH:6][cH:7]1. The reactants are [N+](=O)([O-])C=1C=CC(=NC1)N1C[C@@H](CCC1)N1C(NC=2C1=C1C(=NC2)NC=C1)=O (1-[(3R)-1-(5-nitro-2-pyridinyl)-3-piperidinyl]-3,6-dihydroimidazo[4,5-d]pyrrolo[2,3-b]pyridin-2(1H)-one), O (water), C(=O)[O-].[NH4+] (ammonium formate). Reagents/catalysts: [Pd] (Pd—C). Run in C(C)O (ethanol), O1CCCC1 (tetrahydrofuran). Reaction conditions: temperature 75 celsius, time 50 minute. Product: NC=1C=CC(=NC1)N1C[C@@H](CCC1)N1C(NC=2C1=C1C(=NC2)NC=C1)=O (1-[(3R)-1-(5-amino-2-pyridinyl)-3-piperidinyl]-3,6-dihydroimidazo[4,5-d]pyrrolo[2,3-b]pyridin-2(1H)-one). The yield is 47.8%. RXN SMILES: [N+:1]([C:4]1[CH:5]=[CH:6][C:7]([N:10]2[CH2:15][CH2:14][CH2:13][C@@H:12]([N:16]3[C:20]4=[C:21]5[CH:27]=[CH:26][NH:25][C:22]5=[N:23][CH:24]=[C:19]4[NH:18][C:17]3=[O:28])[CH2:11]2)=[N:8][CH:9]=1)([O-])=O.O.C([O-])=O.[NH4+]>C(O)C.O1CCCC1.[Pd]>[NH2:1][C:4]1[CH:5]=[CH:6][C:7]([N:10]2[CH2:15][CH2:14][CH2:13][C@@H:12]([N:16]3[C:20]4=[C:21]5[CH:27]=[CH:26][NH:25][C:22]5=[N:23][CH:24]=[C:19]4[NH:18][C:17]3=[O:28])[CH2:11]2)=[N:8][CH:9]=1 |f:2.3|. Procedure: To a solution of 1-[(3R)-1-(5-nitro-2-pyridinyl)-3-piperidinyl]-3,6-dihydroimidazo[4,5-d]pyrrolo[2,3-b]pyridin-2(1H)-one (19.3 mg) in ethanol (3 mL), tetrahydrofuran (1 mL), and water (0.15 mL) was added 10% Pd—C (50% wet, 10 mg) and ammonium formate (32 mg). After stirring for 50 minutes at 75° C., catalyst was removed by filtration, and solvent was also removed under reduced pressure. The residue was dissolved in EtOAc, washed with saturated aqueous sodium hydrogencarbonate, and brine, dried o... Starting materials: O1N=C(CC1)C1=C(N)C=CC=C1C (2-(4,5-dihydroisoxazol-3-yl)-3-methylaniline), CSC (dimethyl sulfide), N(=O)OCCCC (n-butyl nitrite). Reagents/catalysts: [Cu](Cl)Cl (copper(II) chloride). Conditions: temperature 60 celsius, time 0.5 hour. Yields the product CC1=C(C(=CC=C1)SC)C1=NOCC1 (3-(2-methyl-6-methylthiophenyl)-4,5-dihydroisoxazole). Reaction SMILES: [O:1]1[CH2:5][CH2:4][C:3]([C:6]2[C:12]([CH3:13])=[CH:11][CH:10]=[CH:9][C:7]=2N)=[N:2]1.N(OCCCC)=O.[CH3:21][S:22]C>[Cu](Cl)Cl>[CH3:13][C:12]1[CH:11]=[CH:10][CH:9]=[C:7]([S:22][CH3:21])[C:6]=1[C:3]1[CH2:4][CH2:5][O:1][N:2]=1. Reported procedure: 25 g (0.14 mol) of 2-(4,5-dihydroisoxazol-3-yl)-3-methylaniline and 0.2 g of copper(II) chloride are initially charged in 200 ml of dimethyl sulfide, and 16.1 g of n-butyl nitrite (0.15 mol) are added dropwise at 55-62° C. The mixture is then stirred at 60° C. for 0.5 hours. For work-up, the mixture is then washed with dilute hydrochloric acid and water and then concentrated under reduced pressure. This gives 26.3 g (91%) of a dark oil which solidifies after a while (content according to HPLC 96... Reactants: CCO, [K+], [K+], CCOC(=O)n1c(C(=O)c2ccccc2)c(N)c2ccc(Cl)cc21, O=C([O-])[O-]. Yields the product Nc1c(C(=O)c2ccccc2)[nH]c2cc(Cl)ccc12. Reaction SMILES: [CH3:31][CH2:32][OH:33].[K+:25].[K+:26].[NH2:1][c:2]1[c:3]([C:17]([c:18]2[cH:19][cH:20][cH:21][cH:22][cH:23]2)=[O:24])[n:4]([C:12]([O:13][CH2:14][CH3:15])=[O:16])[c:5]2[cH:6][c:7]([Cl:11])[cH:8][cH:9][c:10]12.[O-:27][C:28]([O-:29])=[O:30]>>[NH2:1][c:2]1[c:3]([C:17]([c:18]2[cH:19][cH:20][cH:21][cH:22][cH:23]2)=[O:24])[nH:4][c:5]2[cH:6][c:7]([Cl:11])[cH:8][cH:9][c:10]12. Starting materials: COC(=O)c1cc(F)ccc1OCc1ccc(C(C)(C)C)cc1, CO, [Na+], [OH-]. Reaction SMILES: [C:1]([CH3:2])([CH3:3])([CH3:4])[c:5]1[cH:6][cH:7][c:8]([CH2:9][O:10][c:11]2[c:12]([C:13](=[O:14])[O:15][CH3:16])[cH:17][c:18]([F:21])[cH:19][cH:20]2)[cH:22][cH:23]1.[CH3:26][OH:27].[Na+:25].[OH-:24]>>[C:1]([CH3:2])([CH3:3])([CH3:4])[c:5]1[cH:6][cH:7][c:8]([CH2:9][O:10][c:11]2[c:12]([C:13](=[O:14])[OH:15])[cH:17][c:18]([F:21])[cH:19][cH:20]2)[cH:22][cH:23]1. The product is CC(C)(C)c1ccc(COc2ccc(F)cc2C(=O)O)cc1.